Dataset: the Open Reaction Database (ORD), a public repository of structured organic reaction records. Task: describe an organic reaction: reactants, conditions, products, and yield Procedure details: 6-(2-Phenylchroman-6-yloxy) nicotinic acid methyl ester was prepared as described for 5-Chloro-2-(2-phenylchroman-6-yloxy)pyridine in Example 61, but replacing 2,5-dichloropyridine with 6-chloronicotinic acid methyl ester. 1H NMR (400 MHz, CDCl3) δ: 8.70 (d, 1H, J 2.4 Hz), 8.29 (dd, 1H, J 8.6, 2.4 Hz), 7.47-7.32 (m, 5H), 7.07 (d, 1H, J 8.6 Hz), 6.96-6.88 (m, 3H), 5.14 (d, 1H, J 10.0 Hz), 3.85 (s, 3H), 2.97 (m, 1H), 2.74 (m, 1H), 2.18 (m, 1H), 2.01 (m, 1H). Reactants: ClC=1C=CC(=NC1)OC=1C=C2CCC(OC2=CC1)C1=CC=CC=C1 (5-Chloro-2-(2-phenylchroman-6-yloxy)pyridine), COC(C1=CN=C(C=C1)Cl)=O (6-chloronicotinic acid methyl ester). Yields the product COC(C1=CN=C(C=C1)OC=1C=C2CCC(OC2=CC1)C1=CC=CC=C1)=O (6-(2-Phenylchroman-6-yloxy) nicotinic acid methyl ester). As a reaction SMILES: Cl[C:2]1[CH:3]=[CH:4][C:5]([O:8][C:9]2[CH:10]=[C:11]3[C:16](=[CH:17][CH:18]=2)[O:15][CH:14]([C:19]2[CH:24]=[CH:23][CH:22]=[CH:21][CH:20]=2)[CH2:13][CH2:12]3)=[N:6][CH:7]=1.[CH3:25][O:26][C:27](=[O:35])C1C=CC(Cl)=NC=1>>[CH3:25][O:26][C:27](=[O:35])[C:2]1[CH:3]=[CH:4][C:5]([O:8][C:9]2[CH:10]=[C:11]3[C:16](=[CH:17][CH:18]=2)[O:15][CH:14]([C:19]2[CH:24]=[CH:23][CH:22]=[CH:21][CH:20]=2)[CH2:13][CH2:12]3)=[N:6][CH:7]=1.